This data is from the Open Reaction Database (ORD), a public repository of structured organic reaction records. The task is: describe an organic reaction: reactants, conditions, products, and yield Starting materials: C(C1=CC=CC=C1)N (benzylamine), C(C)(C)(C)OC(=O)C1=C(C=CC=C1)C1=CC=C(C=C1)CN1C(=C(C2=CC(=CC=C12)C(=O)O)C)C (1-((2′-(tert-butoxycarbonyl)biphenyl-4-yl)methyl)-2,3-dimethyl-1H-indole-5-carboxylic acid). The product is C(C1=CC=CC=C1)NC(=O)C=1C=C2C(=C(N(C2=CC1)CC1=CC=C(C=C1)C=1C(=CC=CC1)C(=O)O)C)C (4′-((5-(benzylcarbamoyl)-2,3-dimethyl-1H-indol-1-yl)methyl)biphenyl-2-carboxylic acid). RXN SMILES: [CH2:1]([NH2:8])[C:2]1[CH:7]=[CH:6][CH:5]=[CH:4][CH:3]=1.C([O:13][C:14]([C:16]1[CH:21]=[CH:20][CH:19]=[CH:18][C:17]=1[C:22]1[CH:27]=[CH:26][C:25]([CH2:28][N:29]2[C:37]3[C:32](=[CH:33][C:34]([C:38](O)=[O:39])=[CH:35][CH:36]=3)[C:31]([CH3:41])=[C:30]2[CH3:42])=[CH:24][CH:23]=1)=[O:15])(C)(C)C>>[CH2:1]([NH:8][C:38]([C:34]1[CH:33]=[C:32]2[C:37](=[CH:36][CH:35]=1)[N:29]([CH2:28][C:25]1[CH:24]=[CH:23][C:22]([C:17]3[C:16]([C:14]([OH:15])=[O:13])=[CH:21][CH:20]=[CH:19][CH:18]=3)=[CH:27][CH:26]=1)[C:30]([CH3:42])=[C:31]2[CH3:41])=[O:39])[C:2]1[CH:7]=[CH:6][CH:5]=[CH:4][CH:3]=1. Procedure details: The title compound was prepared following the same general protocol as described in Steps 8-9, Example 1, using benzylamine and 1-((2′-(tert-butoxycarbonyl)biphenyl-4-yl)methyl)-2,3-dimethyl-1H-indole-5-carboxylic acid. Reactants: CN(C)CC1=CC(=NC=C1)CCCCN (4-(4-dimethylaminomethyl-2-pyridyl)butylamine), [N+](=O)([O-])NC1=NC=C(C(N1)=O)CC=1C=NC(=CC1)C (2-nitroamino-5-(6-methyl-3-pyridylmethyl)-4-pyrimidone). Solvent: N1=CC=CC=C1 (pyridine). Product: CN(C)CC1=CC(=NC=C1)CCCCNC1=NC=C(C(N1)=O)CC=1C=NC(=CC1)C (2-[4(4-dimethylaminomethyl-2-pyridyl)butylamino]-5-(6-methyl-3-pyridylmethyl)-4-pyrimidone). Yield: 43.9%. Reaction SMILES: [CH3:1][N:2]([CH2:4][C:5]1[CH:10]=[CH:9][N:8]=[C:7]([CH2:11][CH2:12][CH2:13][CH2:14][NH2:15])[CH:6]=1)[CH3:3].[N+](N[C:20]1[NH:25][C:24](=[O:26])[C:23]([CH2:27][C:28]2[CH:29]=[N:30][C:31]([CH3:34])=[CH:32][CH:33]=2)=[CH:22][N:21]=1)([O-])=O>N1C=CC=CC=1>[CH3:1][N:2]([CH2:4][C:5]1[CH:10]=[CH:9][N:8]=[C:7]([CH2:11][CH2:12][CH2:13][CH2:14][NH:15][C:20]2[NH:25][C:24](=[O:26])[C:23]([CH2:27][C:28]3[CH:29]=[N:30][C:31]([CH3:34])=[CH:32][CH:33]=3)=[CH:22][N:21]=2)[CH:6]=1)[CH3:3]. Procedure details: A mixture of 4-(4-dimethylaminomethyl-2-pyridyl)butylamine (1 g) and 2-nitroamino-5-(6-methyl-3-pyridylmethyl)-4-pyrimidone (1.26 g) in pyridine (5 ml) was refluxed for 4.5 hours. The solvent was removed in vacuo, the residue chromatographed and then crystallised from ethanol:ether (1:10) to yield 2-[4(4-dimethylaminomethyl-2-pyridyl)butylamino]-5-(6-methyl-3-pyridylmethyl)-4-pyrimidone (0.86 g) m.p. 135°-137°.